This data is from the Open Reaction Database (ORD), a public repository of structured organic reaction records. The task is: describe an organic reaction: reactants, conditions, products, and yield Reaction SMILES: Cl.[N+:2]([C:5]1[CH:12]=[CH:11][C:10]([N:13]2[CH2:18][CH2:17][NH:16][CH2:15][CH2:14]2)=[CH:9][C:6]=1[CH:7]=O)([O-:4])=[O:3].N1CCCCC1.C(O)(=O)[CH2:26][C:27]([OH:29])=[O:28]>N1C=CC=CC=1>[N+:2]([C:5]1[CH:12]=[CH:11][C:10]([N:13]2[CH2:18][CH2:17][NH:16][CH2:15][CH2:14]2)=[CH:9][C:6]=1[CH:7]=[CH:26][C:27]([OH:29])=[O:28])([O-:4])=[O:3] |f:0.1|. Reported procedure: 2-Nitro-5-piperazinylbenzaldehyde hydrochloride (47 g) was dissolved in 500 ml of pyridine and 5 g of piperidine and 100 g of malonic acid were added to the solution followed by heating under reflux for 5 hours. After cooling, crystals which formed were collected by filtration to give 42 g of 2-nitro-5-piperazinylcinnamic acid, m.p. 229°-237° C. The product is [N+](=O)([O-])C1=C(C=CC(=O)O)C=C(C=C1)N1CCNCC1 (2-nitro-5-piperazinylcinnamic acid). Reactants: N1CCCCC1 (piperidine), C(CC(=O)O)(=O)O (malonic acid), Cl.[N+](=O)([O-])C1=C(C=O)C=C(C=C1)N1CCNCC1 (2-Nitro-5-piperazinylbenzaldehyde hydrochloride). Solvent: N1=CC=CC=C1 (pyridine). Yield: 87.6%. Starting materials: COC(\C=C\C1=CC=C2C(CC3(CCN(CC3)C(=O)OC(C)(C)C)OC2=C1)=O)=O ((E)-3-{1′-tert-Butoxycarbonyl-4-oxo-spiro[chromane-2,4′-piperidine]-7-yl}-acrylic acid methyl ester), Cl (HCl), COC(\C=C\C=1C=C2C(CC3(CCNCC3)OC2=CC1)=O)=O ((E)-3-{4-oxo-spiro[chromane-2,4′-piperidine]-6-yl}-acrylic acid methyl ester), hydrochloride salt. Yields the product COC(\C=C\C1=CC=C2C(CC3(CCNCC3)OC2=C1)=O)=O ((E)-3-{4-oxo-spiro[chromane-2,4′-piperidine]-7-yl}-acrylic acid methyl ester). The yield is 107.7%. Reaction SMILES: [CH3:1][O:2][C:3](=[O:29])/[CH:4]=[CH:5]/[C:6]1[CH:27]=[C:26]2[C:9]([C:10](=[O:28])[CH2:11][C:12]3([O:25]2)[CH2:17][CH2:16][N:15](C(OC(C)(C)C)=O)[CH2:14][CH2:13]3)=[CH:8][CH:7]=1.Cl.COC(=O)/C=C/C1C=C2C(=CC=1)OC1(CCNCC1)CC2=O>>[CH3:1][O:2][C:3](=[O:29])/[CH:4]=[CH:5]/[C:6]1[CH:27]=[C:26]2[C:9]([C:10](=[O:28])[CH2:11][C:12]3([O:25]2)[CH2:13][CH2:14][NH:15][CH2:16][CH2:17]3)=[CH:8][CH:7]=1. Procedure: (E)-3-{1′-tert-Butoxycarbonyl-4-oxo-spiro[chromane-2,4′-piperidine]-7-yl}-acrylic acid methyl ester (2.45 g, 6.1 mmol) was deprotected with HCl according to the procedure for preparation of Intermediate 1, Step C, giving (E)-3-{4-oxo-spiro[chromane-2,4′-piperidine]-7-yl}-acrylic acid methyl ester (1.98 g) as a yellow solid (hydrochloride salt). The reactants are ClC(Cl)(OC(OC(Cl)(Cl)Cl)=O)Cl (triphosgene), C(O)([O-])=O.[Na+] (sodium hydrogencarbonate), COC=1C=C2C(=CC=NC2=CC1OC)OC1=CC(=C(N)C=C1)F (4-[(6,7-Dimethoxy-4-quinolyl)oxy]-2-fluoroaniline), FC1=C(CN)C=CC(=C1)F (2,4-difluorobenzylamine). The solvent is ClCCl (dichloromethane), C(C)N(CC)CC (triethylamine), C1(=CC=CC=C1)C (toluene). The product is FC1=C(CNC(=O)NC2=C(C=C(C=C2)OC2=CC=NC3=CC(=C(C=C23)OC)OC)F)C=CC(=C1)F (N-(2,4-Difluorobenzyl)-N′-{4-[(6,7-dimethoxy-4-quinolyl)oxy]-2-fluorophenyl}urea). Yield: 80.0%. RXN SMILES: [CH3:1][O:2][C:3]1[CH:4]=[C:5]2[C:10](=[CH:11][C:12]=1[O:13][CH3:14])[N:9]=[CH:8][CH:7]=[C:6]2[O:15][C:16]1[CH:22]=[CH:21][C:19]([NH2:20])=[C:18]([F:23])[CH:17]=1.ClC(Cl)(O[C:28](=[O:34])OC(Cl)(Cl)Cl)Cl.[F:36][C:37]1[CH:44]=[C:43]([F:45])[CH:42]=[CH:41][C:38]=1[CH2:39][NH2:40].C(=O)([O-])O.[Na+]>C1(C)C=CC=CC=1.ClCCl.C(N(CC)CC)C>[F:36][C:37]1[CH:44]=[C:43]([F:45])[CH:42]=[CH:41][C:38]=1[CH2:39][NH:40][C:28]([NH:20][C:19]1[CH:21]=[CH:22][C:16]([O:15][C:6]2[C:5]3[C:10](=[CH:11][C:12]([O:13][CH3:14])=[C:3]([O:2][CH3:1])[CH:4]=3)[N:9]=[CH:8][CH:7]=2)=[CH:17][C:18]=1[F:23])=[O:34] |f:3.4|. Procedure: 4-[(6,7-Dimethoxy-4-quinolyl)oxy]-2-fluoroaniline (100 mg) was dissolved in toluene (5.0 ml) and triethylamine (1.0 ml) with heating. A solution of triphosgene (103 mg) in dichloromethane (1.0 ml) was then added to the solution, and the mixture was heated under reflux for 3 min. Next, 2,4-difluorobenzylamine (54 mg) was added thereto, and the mixture was heated under reflux for additional 5 hr. A saturated aqueous sodium hydrogencarbonate solution was added to the reaction solution, followed by ... The reactants are FC(C(=O)[O-])(F)F.SCCCCCCCCCCCOCCOCCOCCOCCOCCOCC[NH3+] (2-{2-[2-(2-{2-[2-(11-Mercapto-undecyloxy)-ethoxy]-ethoxy}-ethoxy)-ethoxy]-ethoxy}-ethyl-ammonium trifluoro-acetate), N1=C(C=CC=C1)SSCCCCCCCCCCCOCCOCCOCCO (2-(2-{2-[11-(Pyridin-2-yldisulfanyl)-undecyloxy]-ethoxy}-ethoxy)-ethanol). Run in CO (MeOH). Conditions: time 33 hour. The product is FC(C(=O)[O-])(F)F.OCCOCCOCCOCCCCCCCCCCCSSCCCCCCCCCCCOCCOCCOCCOCCOCCOCC[NH3+] (2-(2-{2-[2-(2-{2-[11-(11-{2-[2-(2-Hydroxy-ethoxy)-ethoxy]-ethoxy}-undecyldisulfanyl)-undecyloxy]-ethoxy}-ethoxy)-ethoxy]-ethoxy}-ethoxy)-ethyl-ammonium trifluoro-acetate). RXN SMILES: [F:1][C:2]([F:7])([F:6])[C:3]([O-:5])=[O:4].[SH:8][CH2:9][CH2:10][CH2:11][CH2:12][CH2:13][CH2:14][CH2:15][CH2:16][CH2:17][CH2:18][CH2:19][O:20][CH2:21][CH2:22][O:23][CH2:24][CH2:25][O:26][CH2:27][CH2:28][O:29][CH2:30][CH2:31][O:32][CH2:33][CH2:34][O:35][CH2:36][CH2:37][NH3+:38].N1C=CC=CC=1S[S:46][CH2:47][CH2:48][CH2:49][CH2:50][CH2:51][CH2:52][CH2:53][CH2:54][CH2:55][CH2:56][CH2:57][O:58][CH2:59][CH2:60][O:61][CH2:62][CH2:63][O:64][CH2:65][CH2:66][OH:67]>CO>[F:1][C:2]([F:7])([F:6])[C:3]([O-:5])=[O:4].[OH:67][CH2:66][CH2:65][O:64][CH2:63][CH2:62][O:61][CH2:60][CH2:59][O:58][CH2:57][CH2:56][CH2:55][CH2:54][CH2:53][CH2:52][CH2:51][CH2:50][CH2:49][CH2:48][CH2:47][S:46][S:8][CH2:9][CH2:10][CH2:11][CH2:12][CH2:13][CH2:14][CH2:15][CH2:16][CH2:17][CH2:18][CH2:19][O:20][CH2:21][CH2:22][O:23][CH2:24][CH2:25][O:26][CH2:27][CH2:28][O:29][CH2:30][CH2:31][O:32][CH2:33][CH2:34][O:35][CH2:36][CH2:37][NH3+:38] |f:0.1,4.5|. Reported procedure: To a solution of 7 (120 mg, 0.2 mmol) in 5 mL of MeOH was added 9 (101 mg, 0.22 mmol). The solution was stirred at room temperature for 33 hours. After concentration, the reaction mixture was purified by flash chromatography (gradient: CH2Cl2/MeOH, 20:1 to 10:1 to 5:1, v/v) to afford 137 mg of impure 8. 1H NMR 400 MHz (CD3OD) d 3.85 (t, J=4.8 Hz, 2H), 3.76–3.52 (m, 32H), 3.42 (m, 4H), 3.14 (t, J=4.8 Hz, 2H), 2.65 (t, J=7.4 Hz, 4H), 1.67 (m, 2H), 1.55 (m, 2H), 1.40–1.18 (br m, 32H). The reactants are NC1=C(C=CS(=O)(=N)C2=CC=CC=C2)C=CC=C1 (S-(2-aminostyryl)-S-phenyl sulfoximine), COC(C)(N(C)C)OC (dimethyl acetamide dimethyl acetal). The product is C1(=CC=CC=C1)S1(NC(=NC(=C1)C1=CC=CC=C1)C)=O (1,5-diphenyl-3-methyl-1H-1,2,4-thiadiazine-1-oxide). Reaction SMILES: N[C:2]1[CH:18]=[CH:17][CH:16]=[CH:15][C:3]=1[CH:4]=[CH:5][S:6]([C:9]1[CH:14]=[CH:13][CH:12]=[CH:11][CH:10]=1)(=[NH:8])=[O:7].CO[C:21](OC)([N:23](C)C)[CH3:22]>>[C:9]1([SH:6]2(=[O:7])[CH:5]=[C:4]([C:3]3[CH:15]=[CH:16][CH:17]=[CH:18][CH:2]=3)[N:23]=[C:21]([CH3:22])[NH:8]2)[CH:14]=[CH:13][CH:12]=[CH:11][CH:10]=1. Reported procedure: Using the procedure of Step B of Example 1, the S-(2-aminostyryl)-S-phenyl-sulfoximine of Example 1 Step A was reacted with dimethyl acetamide dimethyl acetal to obtain 1,5-diphenyl-3-methyl-1H-1,2,4-thiadiazine-1-oxide. The reactants are N1CCOCC1 (Morpholine), ice, CC(=CC(=O)Cl)C (3,3-dimethylacryloyl chloride). The solvent is CCOCC (ether). The product is CC(=CC(=O)N1CCOCC1)C (3,3-dimethylacryloyl morpholine). RXN SMILES: [NH:1]1[CH2:6][CH2:5][O:4][CH2:3][CH2:2]1.[CH3:7][C:8]([CH3:13])=[CH:9][C:10](Cl)=[O:11]>CCOCC>[CH3:7][C:8]([CH3:13])=[CH:9][C:10]([N:1]1[CH2:6][CH2:5][O:4][CH2:3][CH2:2]1)=[O:11]. Procedure: Morpholine (2 equivalents) is added to a well-stirred ice-cooled solution in dry ether of 3,3-dimethylacryloyl chloride (1 equivalent) and when addition is complete, the mixture is warmed for a few minutes. the mixture is then cooled, filtered, the solvent removed and the residue recrystallized from 60-80 petrol to give 3,3-dimethylacryloyl morpholine m.pt. 52°-4°. Starting materials: C1CCOC1, CS(C)=O, [Cl-], COC(=O)Cc1ccc(N2CCC(NC(=O)c3nnc(Nc4ccccc4F)o3)CC2)[n+]([O-])c1, [NH4+], O. Yields the product COC(=O)Cc1ccc(N2CCC(NC(=O)c3nnc(Nc4ccccc4F)o3)CC2)nc1. As a reaction SMILES: [CH2:38]1[O:39][CH2:40][CH2:41][CH2:42]1.[CH3:43][S:44]([CH3:45])=[O:46].[Cl-:36].[F:1][c:2]1[c:3]([NH:8][c:9]2[n:10][n:11][c:12]([C:14](=[O:15])[NH:16][CH:17]3[CH2:18][CH2:19][N:20]([c:23]4[cH:24][cH:25][c:26]([CH2:30][C:31](=[O:32])[O:33][CH3:34])[cH:27][n+:28]4[O-:29])[CH2:21][CH2:22]3)[o:13]2)[cH:4][cH:5][cH:6][cH:7]1.[NH4+:37].[OH2:35]>>[F:1][c:2]1[c:3]([NH:8][c:9]2[n:10][n:11][c:12]([C:14](=[O:15])[NH:16][CH:17]3[CH2:18][CH2:19][N:20]([c:23]4[cH:24][cH:25][c:26]([CH2:30][C:31](=[O:32])[O:33][CH3:34])[cH:27][n:28]4)[CH2:21][CH2:22]3)[o:13]2)[cH:4][cH:5][cH:6][cH:7]1.